From a dataset of the Open Reaction Database (ORD), a public repository of structured organic reaction records. describe an organic reaction: reactants, conditions, products, and yield The reactants are O=C([O-])[O-], CN(C)C=O, NC(=O)c1sc(-n2cnc3ccc(O)cc32)nc1-c1cccc(Cl)c1, [Cs+], [Cs+], Cc1ccc(S(=O)(=O)OCCN2CCCCC2)cc1. Yields the product NC(=O)c1sc(-n2cnc3ccc(OCCN4CCCCC4)cc32)nc1-c1cccc(Cl)c1. RXN SMILES: [C:45](=[O:46])([O-:47])[O-:48].[CH3:51][N:52]([CH3:53])[CH:54]=[O:55].[Cl:1][c:2]1[cH:3][c:4](-[c:8]2[n:9][c:10](-[n:16]3[cH:17][n:18][c:19]4[c:20]3[cH:21][c:22]([OH:25])[cH:23][cH:24]4)[s:11][c:12]2[C:13](=[O:14])[NH2:15])[cH:5][cH:6][cH:7]1.[Cs+:49].[Cs+:50].[N:26]1([CH2:32][CH2:33][O:34][S:35]([c:36]2[cH:37][cH:38][c:39]([CH3:40])[cH:41][cH:42]2)(=[O:43])=[O:44])[CH2:27][CH2:28][CH2:29][CH2:30][CH2:31]1>>[Cl:1][c:2]1[cH:3][c:4](-[c:8]2[n:9][c:10](-[n:16]3[cH:17][n:18][c:19]4[c:20]3[cH:21][c:22]([O:25][CH2:33][CH2:32][N:26]3[CH2:27][CH2:28][CH2:29][CH2:30][CH2:31]3)[cH:23][cH:24]4)[s:11][c:12]2[C:13](=[O:14])[NH2:15])[cH:5][cH:6][cH:7]1.